This data is from the Open Reaction Database (ORD), a public repository of structured organic reaction records. The task is: describe an organic reaction: reactants, conditions, products, and yield Reaction SMILES: [F:1][C:2]1[CH:3]=[C:4]2[C:8](=[CH:9][CH:10]=1)[N:7]([CH2:11][C:12]1[CH:17]=[CH:16][C:15]([Cl:18])=[CH:14][CH:13]=1)[C:6]1[CH:19]([CH2:24][C:25]([O:27]CC)=[O:26])[CH2:20][CH2:21][CH2:22][CH2:23][C:5]2=1.[Li+].[OH-].C(OCC)(=O)C.Cl>C(O)C.CCCCCC>[F:1][C:2]1[CH:3]=[C:4]2[C:8](=[CH:9][CH:10]=1)[N:7]([CH2:11][C:12]1[CH:13]=[CH:14][C:15]([Cl:18])=[CH:16][CH:17]=1)[C:6]1[CH:19]([CH2:24][C:25]([OH:27])=[O:26])[CH2:20][CH2:21][CH2:22][CH2:23][C:5]2=1 |f:1.2|. Run in CCCCCC (hexane), C(C)O (ethanol). Product: FC=1C=C2C3=C(N(C2=CC1)CC1=CC=C(C=C1)Cl)C(CCCC3)CC(=O)O (2-Fluoro-5-(p-chlorobenzyl)-5,6,7,8,9,10-hexahydrocyclohept[b]indole-6-acetic acid). Reactants: C(C)(=O)OCC (ethyl acetate), Cl (HCl), FC=1C=C2C3=C(N(C2=CC1)CC1=CC=C(C=C1)Cl)C(CCCC3)CC(=O)OCC (ethyl 2-fluoro-5-(p-chlorobenzyl)-5,6,7,8,9,10-hexahydrocyclohept[b]indole-6-acetate), [Li+].[OH-] (LiOH), resultant mixture. Procedure details: To 230 mg of the ester from Step 1 in 3.0 mL of ethanol was added 2.2 mL of 0.5M aqueous LiOH and the resultant mixture heated at reflux for 8 h. The reaction mixture was then cooled to room temperature, poured into ethyl acetate and acidified with concentrated HCl. The organic layer was separated, washed with 1N HCl and brine (2x) and dried over MgSO4. Concentration gave a yellow oil which solidified on standing. Trituration with hexane gave the title compound. IR (KBr) 1710 cm-1. 'H NMR (CDCl3... Starting materials: CN1C2=C(C(C=3C=CC=CC13)=O)CSC2 (1,4-dihydro-4-methylthieno-[3,4-b]-quinolin-9(3H)-one), S(=O)(=O)(Cl)Cl (sulfuryl chloride). Solvent: C(Cl)Cl (methylene chloride). Yields the product CN1C=2C(C(C=3C=CC=CC13)=O)=CSC2 (4-methyl-thieno-[3,4-b]-quinolin-9(4H)-one). Yield: 70.0%. As a reaction SMILES: [CH3:1][N:2]1[C:11]2[CH:10]=[CH:9][CH:8]=[CH:7][C:6]=2[C:5](=[O:12])[C:4]2[CH2:13][S:14][CH2:15][C:3]1=2.S(Cl)(Cl)(=O)=O>C(Cl)Cl>[CH3:1][N:2]1[C:11]2[CH:10]=[CH:9][CH:8]=[CH:7][C:6]=2[C:5](=[O:12])[C:4]2=[CH:13][S:14][CH:15]=[C:3]12. Reported procedure: 2.17 Parts of 1,4-dihydro-4-methylthieno-[3,4-b]-quinolin-9(3H)-one are reacted with 0.88 part by volume of sulfuryl chloride in 25 parts by volume of methylene chloride at 0° C. for 0.5 hour. The end product is isolated from the reaction mixture by the method described in Example 5c. 1.50 parts (70% of theory) of 4-methyl-thieno-[3,4-b]-quinolin-9(4H)-one of the melting point 188°-190° C. are obtained. Starting materials: C(COCCOCCOCCOCCO)O (pentaethylene glycol), P(Br)(Br)Br (phosphorous tribromide). Run in N1=CC=CC=C1 (pyridine). The product is [Br-].[Br-].C(COCCOCCOCCOCCO)O (pentaethylene glycol dibromide). Reaction SMILES: [CH2:1]([OH:16])[CH2:2][O:3][CH2:4][CH2:5][O:6][CH2:7][CH2:8][O:9][CH2:10][CH2:11][O:12][CH2:13][CH2:14][OH:15].P(Br)(Br)[Br:18]>N1C=CC=CC=1>[Br-:18].[Br-:18].[CH2:14]([OH:15])[CH2:13][O:12][CH2:11][CH2:10][O:9][CH2:8][CH2:7][O:6][CH2:5][CH2:4][O:3][CH2:2][CH2:1][OH:16] |f:3.4.5|. Procedure details: In a manner similar to that described in Example 2A, treat pentaethylene glycol with phosphorous tribromide in pyridine. Isolate and purify the resultant product in a manner similar to that described to obtain pentaethylene glycol dibromide. Starting materials: C(=O)C1CCC(=C(C1=O)C1CCCC1)OC (6-formyl-2-cyclopentyl-3-methoxycyclohex-2-en-1-one), C(O)(O)=O.NC(=N)N (guanidine carbonate). Solvent: CN(C)C=O (DMF). Reaction conditions: temperature 150 celsius. The product is N1CN=CC2=CC=CC=C12 (dihydroquinazoline). Yield: 148.4%. RXN SMILES: [CH:1]([CH:3]1[C:8](=O)[C:7](C2CCCC2)=[C:6](OC)[CH2:5][CH2:4]1)=O.C(=O)(O)O.[NH2:21][C:22](N)=[NH:23]>CN(C=O)C>[NH:21]1[C:8]2[C:3](=[CH:4][CH:5]=[CH:6][CH:7]=2)[CH:1]=[N:23][CH2:22]1 |f:1.2|. Procedure: A mixture of 6-formyl-2-cyclopentyl-3-methoxycyclohex-2-en-1-one (2.0 g, 10.2 mmol) and guanidine carbonate (4.6 g) in DMF (30 mL) was heated at 150° C. for 4 hours. The solvent was removed under reduced pressure and to the residue ice-cold water was added. The product was extracted with ethyl acetate (3×50 mL). The combined organic extract was washed with water and brine and dried over anhydrous sodium sulfate. Solvent was removed under reduced pressure to give 2.0 g of crude dihydroquinazoline...